From a dataset of the Open Reaction Database (ORD), a public repository of structured organic reaction records. describe an organic reaction: reactants, conditions, products, and yield Reactants: BrC(Br)(Br)Br, COc1ccc(C=O)cc1OC, ClCCl, c1ccc(P(c2ccccc2)c2ccccc2)cc1. The product is COc1ccc(C=C(Br)Br)cc1OC. RXN SMILES: [C:1]([Br:2])([Br:3])([Br:4])[Br:5].[CH3:25][O:26][c:27]1[cH:28][cH:29][c:30]([CH:31]=[O:32])[cH:33][c:34]1[O:35][CH3:36].[Cl:37][CH2:38][Cl:39].[c:6]1([P:7]([c:8]2[cH:9][cH:10][cH:11][cH:12][cH:13]2)[c:14]2[cH:15][cH:16][cH:17][cH:18][cH:19]2)[cH:20][cH:21][cH:22][cH:23][cH:24]1>>[C:1]([Br:2])([Br:5])=[CH:31][c:30]1[cH:29][cH:28][c:27]([O:26][CH3:25])[c:34]([O:35][CH3:36])[cH:33]1. The reactants are ClC1=C(C(=CC=C1)Cl)C1=NOC(=C1CO)C(C)C ([3-(2,6-dichlorophenyl)-5-isopropylisoxazol-4-yl]methanol), S(=O)(Cl)Cl (thionyl chloride). Solvent: ClCCl (dichloromethane). Conditions: time 1 hour. Product: ClCC=1C(=NOC1C(C)C)C1=C(C=CC=C1Cl)Cl (4-(Chloromethyl)-3-(2,6-dichlorophenyl)-5-isopropylisoxazole). Reaction SMILES: [Cl:1][C:2]1[CH:7]=[CH:6][CH:5]=[C:4]([Cl:8])[C:3]=1[C:9]1[C:13]([CH2:14]O)=[C:12]([CH:16]([CH3:18])[CH3:17])[O:11][N:10]=1.S(Cl)([Cl:21])=O>ClCCl>[Cl:21][CH2:14][C:13]1[C:9]([C:3]2[C:2]([Cl:1])=[CH:7][CH:6]=[CH:5][C:4]=2[Cl:8])=[N:10][O:11][C:12]=1[CH:16]([CH3:18])[CH3:17]. Reported procedure: A solution of [3-(2,6-dichlorophenyl)-5-isopropylisoxazol-4-yl]methanol (15.2 g, 53.1 mmol) in dichloromethane (50 mL) was treated with thionyl chloride (40.0 mL, 54.8 mmol). The reaction was stirred for 1 hour once vigorous bubbling ceased. The solvent and excess reagent were removed in vacuo. Yield=15.96 g. (99%) of 4 (chloromethyl)-3-(2,6-dichlorophenyl)-5-isopropylisoxazole.